From a dataset of the Open Reaction Database (ORD), a public repository of structured organic reaction records. describe an organic reaction: reactants, conditions, products, and yield Starting materials: OC1=C(CC2=CC=C(C(=O)OC)C=C2)C=CC=C1 (methyl 4-(2-hydroxybenzyl)benzoate), C(C)(=O)O[C@H]1[C@H](OC(C)=O)[C@@H](OC(C)=O)[C@H](OC(C)=O)[C@H](O1)COC(C)=O (1,2,3,4,6-penta-O-acetyl-β-D-glucopyranose). Solvent: ClCCl (dichloromethane), C1(=CC=CC=C1)C (toluene). Conditions: time 8 hour. The product is C(C)(=O)O[C@H]1[C@H](OC2=C(C=CC=C2)CC2=CC=C(C=C2)C(=O)OC)O[C@@H]([C@H]([C@@H]1OC(C)=O)OC(C)=O)COC(C)=O (2-(4-methoxycarbonyl-benzyl)phenyl 2,3,4,6-tetra-O-acetyl-β-D-glucopyranoside). The yield is 53.5%. RXN SMILES: [OH:1][C:2]1[CH:18]=[CH:17][CH:16]=[CH:15][C:3]=1[CH2:4][C:5]1[CH:14]=[CH:13][C:8]([C:9]([O:11][CH3:12])=[O:10])=[CH:7][CH:6]=1.C(O[C@@H:23]1[O:40][C@H:39]([CH2:41][O:42][C:43](=[O:45])[CH3:44])[C@@H:34]([O:35][C:36](=[O:38])[CH3:37])[C@H:29]([O:30][C:31](=[O:33])[CH3:32])[C@H:24]1[O:25][C:26](=[O:28])[CH3:27])(=O)C>ClCCl.C1(C)C=CC=CC=1>[C:26]([O:25][C@@H:24]1[C@@H:29]([O:30][C:31](=[O:33])[CH3:32])[C@H:34]([O:35][C:36](=[O:38])[CH3:37])[C@@H:39]([CH2:41][O:42][C:43](=[O:45])[CH3:44])[O:40][C@H:23]1[O:1][C:2]1[CH:18]=[CH:17][CH:16]=[CH:15][C:3]=1[CH2:4][C:5]1[CH:14]=[CH:13][C:8]([C:9]([O:11][CH3:12])=[O:10])=[CH:7][CH:6]=1)(=[O:28])[CH3:27]. Reported procedure: To a suspension of methyl 4-(2-hydroxybenzyl)benzoate (0.053 g) and 1,2,3,4,6-penta-O-acetyl-β-D-glucopyranose (0.26 g) in dichloromethane (1 mL) and toluene (3 mL) was added boron trifluoride-diethyl ether complex (0.083 mL), and the mixture was stirred at room temperature overnight. The reaction mixture was concentrated under reduced pressure, and the residue was purified by column chromatography on silica gel (eluent: hexane/ethyl acetate=4/1) to give 2-(4-methoxycarbonyl-benzyl)phenyl 2,3,4,... The reactants are [H-].[H-].[H-].[H-].[Li+].[Al+3] (LiAlH4), [OH-].[Na+] (NaOH), ClC=1C=C(CN=[N+]=[N-])C=C(C1)OC (3-chloro-5-methoxybenzylazide), C(C)(=O)OCC (ethyl acetate). Solvent: O (water), C1CCOC1 (THF), O (water). Run at time 30 minute. Product: ClC=1C=C(CN)C=C(C1)OC (3-Chloro-5-methoxybenzylamine). Yield: 92.3%. RXN SMILES: [Cl:1][C:2]1[CH:3]=[C:4]([CH:9]=[C:10]([O:12][CH3:13])[CH:11]=1)[CH2:5][N:6]=[N+]=[N-].[H-].[H-].[H-].[H-].[Li+].[Al+3].C(OCC)(=O)C.[OH-].[Na+]>C1COCC1.O>[Cl:1][C:2]1[CH:3]=[C:4]([CH:9]=[C:10]([O:12][CH3:13])[CH:11]=1)[CH2:5][NH2:6] |f:1.2.3.4.5.6,8.9|. Procedure: A solution of 3-chloro-5-methoxybenzylazide (5 mmol, 0.988 g) in THF (20 ml) was cooled to −78° C. and LiAlH4 (1 M, 7.5 mmol, 7.5 ml) was added dropwise with stirring. After 30 min the reaction was allowed to reach 0° C. and the mixture was stirred for another 1 h. To the resulting sharp yellow solution was added ethyl acetate (0.3 ml), followed by water (0.3 ml), NaOH (15% w/w in water) and water (0.9 ml). The resulting mixture was filtered and the solids washed with acetonitrile (15 ml). The s... Starting materials: F[B-](F)(F)F, O=C([O-])O, COCCCCc1c(C(=O)OC)[nH]c(=O)n1-c1ccccc1, C[O+](C)C, ClCCl, [Na+]. The product is COCCCCc1c(C(=O)OC)nc(OC)n1-c1ccccc1. Reaction SMILES: [B-:23]([F:24])([F:25])([F:26])[F:27].[C:32](=[O:33])([O-:34])[OH:35].[CH3:1][O:2][CH2:3][CH2:4][CH2:5][CH2:6][c:7]1[c:8]([C:19](=[O:20])[O:21][CH3:22])[nH:9][c:10](=[O:18])[n:11]1-[c:12]1[cH:13][cH:14][cH:15][cH:16][cH:17]1.[CH3:28][O+:29]([CH3:30])[CH3:31].[Cl:37][CH2:38][Cl:39].[Na+:36]>>[CH3:1][O:2][CH2:3][CH2:4][CH2:5][CH2:6][c:7]1[c:8]([C:19](=[O:20])[O:21][CH3:22])[n:9][c:10]([O:18][CH3:28])[n:11]1-[c:12]1[cH:13][cH:14][cH:15][cH:16][cH:17]1. Starting materials: ClCC1=CC(=NC=C1)N1CCN(CC1)C(=O)OCC1=CC=CC=C1 (benzyl 4-(4-(chloromethyl)pyridin-2-yl)piperazine-1-carboxylate), [C-]#N.[K+] (KCN). The solvent is CS(=O)C (DMSO), C(=O)(O)[O-].[Na+] (NaHCO3). The product is C(#N)CC1=CC(=NC=C1)N1CCN(CC1)C(=O)OCC1=CC=CC=C1 (benzyl 4-(4-(cyanomethyl)pyridin-2-yl)piperazine-1-carboxylate). Isolated yield 51.3%. Reaction SMILES: Cl[CH2:2][C:3]1[CH:8]=[CH:7][N:6]=[C:5]([N:9]2[CH2:14][CH2:13][N:12]([C:15]([O:17][CH2:18][C:19]3[CH:24]=[CH:23][CH:22]=[CH:21][CH:20]=3)=[O:16])[CH2:11][CH2:10]2)[CH:4]=1.[C-:25]#[N:26].[K+]>CS(C)=O.C([O-])(O)=O.[Na+]>[C:25]([CH2:2][C:3]1[CH:8]=[CH:7][N:6]=[C:5]([N:9]2[CH2:14][CH2:13][N:12]([C:15]([O:17][CH2:18][C:19]3[CH:24]=[CH:23][CH:22]=[CH:21][CH:20]=3)=[O:16])[CH2:11][CH2:10]2)[CH:4]=1)#[N:26] |f:1.2,4.5|. Procedure details: A solution of benzyl 4-(4-(chloromethyl)pyridin-2-yl)piperazine-1-carboxylate (5.0 g, 14.5 mmol) and KCN (2.8 g, 43.5 mmol) in DMSO (30 mL) was stirred at RT overnight, and then diluted with sat. NaHCO3 (300 mL) and extracted with EtOAc (3×200 mL). The combined organic layers were washed with H2O (50 mL) and brine (20 mL), dried over Na2SO4, filtered and concentrated to afford crude product, which was purified by silica gel column chromatography (Petroleum ether:EtOAc=1:1) to give benzyl 4-(4-(c... Starting materials: C(C=C)NC1=CC=C(C(=O)OC)C=C1 (Methyl 4-allylaminobenzoate), O[Li].O (LiOH.H2O), CO (MeOH), O (H2O). Run in C(C)(=O)OCC.CCCCCC (ethyl acetate hexane). Run at temperature 55 celsius. The product is C(C=C)NC1=CC=C(C(=O)O)C=C1 (4-allylaminobenzoic acid). The yield is 46.1%. As a reaction SMILES: [CH2:1]([NH:4][C:5]1[CH:14]=[CH:13][C:8]([C:9]([O:11]C)=[O:10])=[CH:7][CH:6]=1)[CH:2]=[CH2:3].O[Li].O.CO.O>C(OCC)(=O)C.CCCCCC>[CH2:1]([NH:4][C:5]1[CH:14]=[CH:13][C:8]([C:9]([OH:11])=[O:10])=[CH:7][CH:6]=1)[CH:2]=[CH2:3] |f:1.2,5.6|. Procedure: A 500 mL round-bottom flask, equipped with a magnetic stir bar and condenser was charged with compound 2 (2 g, 10.4 mmol), LiOH.H2O (1.18 g, 15.7 mmol), 100 mL MeOH and 60 mL H2O. The mixture was heated at 55° C. for 24 hours. The solution was concentrated in vacuo to remove methanol and most of H2O. Ehther/H2O=100 mL/100 mL was used to remove most of the unreacted starting material. The aqueous layer was acidified to pH 4.0 with 1M HCl and some white precipitation was formed. The product was ex... Reactants: CS(=O)(=O)Cl (methanesulfonylchloride), compound A2, C(C)OC=1C=C(C=CC1OCC)C1=NN(C([C@@H]2CC=CC[C@H]12)=O)C1CCN(CC1)S(=O)(=O)C1=CC=C(C=C1)C ((4aS,8aR)-4-(3,4-Diethoxyphenyl)-2-[1-(toluene-4-sulfonyl)-piperidin-4-yl]-4a,5,8,8a-tetrahydro-2H-phthalazin-1-one). The product is C(C)OC=1C=C(C=CC1OCC)C1=NN(C([C@@H]2CC=CC[C@H]12)=O)C1CCN(CC1)S(=O)(=O)C ((4aS,8aR)-4-(3,4-Diethoxyphenyl)-2-(1-methanesulfonyl-piperidin-4-yl)-4a,5,8,8a-tetrahydro-2H-phthalazin-1-one). Reaction SMILES: CS(Cl)(=O)=O.[CH2:6]([O:8][C:9]1[CH:10]=[C:11]([C:18]2[C@@H:27]3[C@@H:22]([CH2:23][CH:24]=[CH:25][CH2:26]3)[C:21](=[O:28])[N:20]([CH:29]3[CH2:34][CH2:33][N:32]([S:35]([C:38]4C=CC(C)=CC=4)(=[O:37])=[O:36])[CH2:31][CH2:30]3)[N:19]=2)[CH:12]=[CH:13][C:14]=1[O:15][CH2:16][CH3:17])[CH3:7]>>[CH2:6]([O:8][C:9]1[CH:10]=[C:11]([C:18]2[C@@H:27]3[C@@H:22]([CH2:23][CH:24]=[CH:25][CH2:26]3)[C:21](=[O:28])[N:20]([CH:29]3[CH2:34][CH2:33][N:32]([S:35]([CH3:38])(=[O:36])=[O:37])[CH2:31][CH2:30]3)[N:19]=2)[CH:12]=[CH:13][C:14]=1[O:15][CH2:16][CH3:17])[CH3:7]. Procedure: Prepared from methanesulfonylchloride and starting compound A2 as described for compound 1. Crystallisation from methanol/water. M.p. 99-102° C.